From a dataset of the Open Reaction Database (ORD), a public repository of structured organic reaction records. describe an organic reaction: reactants, conditions, products, and yield The reactants are ClC1=C(C=C(OC(C(=O)Cl)CC)C=C1)C(F)(F)F (2-(4-chloro-3-trifluoromethylphenoxy)-butyroyl chloride), C(C1=CC=CC=C1)N (benzylamine), N1=CC=CC=C1 (pyridine). Run in C1(=CC=CC=C1)C (toluene), C1(=CC=CC=C1)C (toluene). Product: C(C1=CC=CC=C1)NC(C(CC)OC1=CC(=C(C=C1)Cl)C(F)(F)F)=O (N-benzyl-2-(4-chloro-3-trifluoromethylphenoxy)-butyramide). Isolated yield 43.0%. As a reaction SMILES: [CH2:1]([NH2:8])[C:2]1[CH:7]=[CH:6][CH:5]=[CH:4][CH:3]=1.N1C=CC=CC=1.[Cl:15][C:16]1[CH:28]=[CH:27][C:19]([O:20][CH:21]([CH2:25][CH3:26])[C:22](Cl)=[O:23])=[CH:18][C:17]=1[C:29]([F:32])([F:31])[F:30]>C1(C)C=CC=CC=1>[CH2:1]([NH:8][C:22](=[O:23])[CH:21]([O:20][C:19]1[CH:27]=[CH:28][C:16]([Cl:15])=[C:17]([C:29]([F:31])([F:32])[F:30])[CH:18]=1)[CH2:25][CH3:26])[C:2]1[CH:7]=[CH:6][CH:5]=[CH:4][CH:3]=1. Procedure: In 50 ml of toluene were dissolved 1.6 g (0.015 mole) of benzylamine and 2.4 g (0.030 mole) of pyridine. Then, was added dropwise thereto a solution of 3.0 g (0.010 mole) of 2-(4-chloro-3-trifluoromethylphenoxy)-butyroyl chloride in 30 ml of toluene and the mixture was treated, according to the same procedure as in Synthesis Example 10. The resultant crude crystals were recrystallized from ethanol to give 1.6 g of N-benzyl-2-(4-chloro-3-trifluoromethylphenoxy)-butyramide melting at 93°-95° C. as...